From a dataset of the Open Reaction Database (ORD), a public repository of structured organic reaction records. describe an organic reaction: reactants, conditions, products, and yield The reactants are C(C)(C)(C)OCCN1[C@H](CCC1)COC=1C(=CC(=C(C1)N=CN(C)C)C#N)OC (N′-(5-{[(2R)-1-(2-tert-butoxyethyl)pyrrolidin-2-yl]methoxy}-2-cyano-4-methoxyphenyl)-N,N-dimethylimidoformamide), NC1=NNC(=C1)CC(=O)O ((3-amino-1H-pyrazol-5-yl)acetic acid). The solvent is C(C)(=O)O (acetic acid). Product: C(C)(C)(C)OCCN1[C@H](CCC1)COC1=C(C=C2C(=NC=NC2=C1)NC1=NNC(=C1)CC(=O)O)OC ({3-[(7-{[(2R)-1-(2-tert-butoxyethyl)pyrrolidin-2-yl]methoxy}-6-methoxyquinazolin-4-yl)amino]-1H-pyrazol-5-yl}acetic acid). Isolated yield 49.6%. As a reaction SMILES: [C:1]([O:5][CH2:6][CH2:7][N:8]1[CH2:12][CH2:11][CH2:10][C@@H:9]1[CH2:13][O:14][C:15]1[C:16]([O:28][CH3:29])=[CH:17][C:18]([C:26]#[N:27])=[C:19]([N:21]=[CH:22]N(C)C)[CH:20]=1)([CH3:4])([CH3:3])[CH3:2].[NH2:30][C:31]1[CH:35]=[C:34]([CH2:36][C:37]([OH:39])=[O:38])[NH:33][N:32]=1>C(O)(=O)C>[C:1]([O:5][CH2:6][CH2:7][N:8]1[CH2:12][CH2:11][CH2:10][C@@H:9]1[CH2:13][O:14][C:15]1[CH:20]=[C:19]2[C:18]([C:26]([NH:30][C:31]3[CH:35]=[C:34]([CH2:36][C:37]([OH:39])=[O:38])[NH:33][N:32]=3)=[N:27][CH:22]=[N:21]2)=[CH:17][C:16]=1[O:28][CH3:29])([CH3:2])([CH3:4])[CH3:3]. Procedure details: N′-(5-{[(2R)-1-(2-tert-butoxyethyl)pyrrolidin-2-yl]methoxy}-2-cyano-4-methoxyphenyl)-N,N-dimethylimidoformamide (300 mg, 0.74 mmol) in acetic acid (0.64 ml) was reacted with (3-amino-1H-pyrazol-5-yl)acetic acid (110 mg, 0.78 mmol) at 120° C. for 20 minutes. The solvent was evaporated, and the residue triturated with dichloromethane to yield {3-[(7-{[(2R)-1-(2-tert-butoxyethyl)pyrrolidin-2-yl]methoxy}-6-methoxyquinazolin-4-yl)amino]-1H-pyrazol-5-yl}acetic acid (183 mg, 47% yield): Reactants: [BH4-], COc1cccc(C(=O)CC2CCCN2C)c1, CO, [Na+], O. Product: COc1cccc(C(O)CC2CCCN2C)c1. Reaction SMILES: [BH4-:18].[CH3:1][O:2][c:3]1[cH:4][c:5]([C:9]([CH2:10][CH:11]2[N:12]([CH3:16])[CH2:13][CH2:14][CH2:15]2)=[O:17])[cH:6][cH:7][cH:8]1.[CH3:20][OH:21].[Na+:19].[OH2:22]>>[CH3:1][O:2][c:3]1[cH:4][c:5]([CH:9]([CH2:10][CH:11]2[N:12]([CH3:16])[CH2:13][CH2:14][CH2:15]2)[OH:17])[cH:6][cH:7][cH:8]1. The reactants are CC(C(=O)OCC)(C(=O)OCC)CC#C (diethyl 2-methyl-2-propargyl-malonate), [OH-].[K+] (potassium hydroxide). Solvent: O.C(C)O (water ethanol). Run at time 2 hour. Yields the product CC(C(=O)O)(C(=O)O)CC#C (2-Methyl-2-propargyl-malonic acid). As a reaction SMILES: [CH3:1][C:2]([CH2:13][C:14]#[CH:15])([C:8]([O:10]CC)=[O:9])[C:3]([O:5]CC)=[O:4].[OH-].[K+]>O.C(O)C>[CH3:1][C:2]([CH2:13][C:14]#[CH:15])([C:3]([OH:5])=[O:4])[C:8]([OH:10])=[O:9] |f:1.2,3.4|. Procedure details: 187 g (0.88 mol) of diethyl 2-methyl-2-propargyl-malonate are added to a solution of 101 g (1.8 mol) of potassium hydroxide in a mixture of 560 ml of water/ethanol (1:1) and the mixture is refluxed with stirring for 2 hours. After the reaction has ended (monitored by TLC) the mixture is evaporated to dryness in vacuo and the residue is then taken up with in water. The aqueous solution is acidified with 50% sulphuric acid and extracted several times with methylene chloride. The combined extracts ... Starting materials: O=C([O-])O, CCN(C(C)C)C(C)C, CCCCO, CCOC(C)=O, Cc1nc2ccc(Cl)nn2n1, [Na+], NCCCN1CCC(OC(c2ccccc2)c2ccccc2)CC1. Yields the product Cc1nc2ccc(NCCCN3CCC(OC(c4ccccc4)c4ccccc4)CC3)nn2n1. RXN SMILES: [C:45](=[O:46])([O-:47])[OH:48].[CH2:36]([N:37]([CH:38]([CH3:39])[CH3:40])[CH:41]([CH3:42])[CH3:43])[CH3:44].[CH2:50]([OH:51])[CH2:52][CH2:53][CH3:54].[CH3:55][CH2:56][O:57][C:58](=[O:59])[CH3:60].[Cl:1][c:2]1[cH:3][cH:4][c:5]2[n:6]([n:7]1)[n:8][c:9]([CH3:11])[n:10]2.[Na+:49].[c:12]1([CH:18]([O:19][CH:20]2[CH2:21][CH2:22][N:23]([CH2:26][CH2:27][CH2:28][NH2:29])[CH2:24][CH2:25]2)[c:30]2[cH:31][cH:32][cH:33][cH:34][cH:35]2)[cH:13][cH:14][cH:15][cH:16][cH:17]1>>[c:2]1([NH:29][CH2:28][CH2:27][CH2:26][N:23]2[CH2:22][CH2:21][CH:20]([O:19][CH:18]([c:12]3[cH:13][cH:14][cH:15][cH:16][cH:17]3)[c:30]3[cH:31][cH:32][cH:33][cH:34][cH:35]3)[CH2:25][CH2:24]2)[cH:3][cH:4][c:5]2[n:6]([n:7]1)[n:8][c:9]([CH3:11])[n:10]2. Starting materials: FC=1C=C(C=CC1)C=1C=CC(=NC1)/C=C/C=O ((E)-3-[5-(3-fluorophenyl)pyridin-2-yl]propenal), C1CCN[C@H](C1)C(=O)O (D-pipecolinic acid), CN1C(C=CC1=O)=O (N-methylmaleimide). Solvent: CC#N (MeCN). Yields the product FC=1C=C(C=CC1)C=1C=CC(=NC1)/C=C/C1C2C(C3CCCCN13)C(N(C2=O)C)=O (4-{(E)-2-[5-(3-Fluorophenyl)pyridin-2-yl]vinyl}-2-methyloctahydropyrrolo[3,4-a]-indolizine-1,3-dione). As a reaction SMILES: [F:1][C:2]1[CH:3]=[C:4]([C:8]2[CH:9]=[CH:10][C:11](/[CH:14]=[CH:15]/[CH:16]=O)=[N:12][CH:13]=2)[CH:5]=[CH:6][CH:7]=1.[CH2:18]1[CH2:23][C@H:22]([C:24](O)=O)[NH:21][CH2:20][CH2:19]1.[CH3:27][N:28]1[C:32](=[O:33])C=[CH:30][C:29]1=[O:34]>CC#N>[F:1][C:2]1[CH:3]=[C:4]([C:8]2[CH:9]=[CH:10][C:11](/[CH:14]=[CH:15]/[CH:16]3[N:21]4[CH:22]([CH2:23][CH2:18][CH2:19][CH2:20]4)[CH:24]4[C:32](=[O:33])[N:28]([CH3:27])[C:29](=[O:34])[CH:30]34)=[N:12][CH:13]=2)[CH:5]=[CH:6][CH:7]=1. Procedure details: A mixture of 235 mg of (E)-3-[5-(3-fluorophenyl)pyridin-2-yl]propenal, 133 mg of D-pipecolinic acid, 115 mg of N-methylmaleimide and 30 ml of MeCN is heated at the boil for 2 h. The volatile components are removed under reduced pressure and the residue is purified by column chromatography (silica gel, MeOH:DCM=97:3). In this manner, 2 pure fractions are isolated. The reactants are Cl.NCC1=C(N(C2=NC(=CC=C2C1=O)C(F)(F)F)C1=CC=CC=C1)C(=O)OC (methyl 3-(aminomethyl)-4-oxo-1-phenyl-7-(trifluoromethyl)-1,4-dihydro-1,8-naphthyridine-2-carboxylate hydrochloride), ClC=1C=C(C(=O)O)C=CC1Cl (3,4-dichlorobenzoic acid). Yields the product COC(=O)C=1N(C2=NC(=CC=C2C(C1CNC(C1=CC(=C(C=C1)Cl)Cl)=O)=O)C(F)(F)F)C1=CC=CC=C1 (3-[(3,4-Dichloro-benzoylamino)-methyl]-4-oxo-1-phenyl-7-trifluoromethyl-1,4-dihydro-[1,8]-naphthyridine-2-carboxylic acid methyl ester). Reaction SMILES: Cl.[NH2:2][CH2:3][C:4]1[C:13](=[O:14])[C:12]2[C:7](=[N:8][C:9]([C:15]([F:18])([F:17])[F:16])=[CH:10][CH:11]=2)[N:6]([C:19]2[CH:24]=[CH:23][CH:22]=[CH:21][CH:20]=2)[C:5]=1[C:25]([O:27][CH3:28])=[O:26].[Cl:29][C:30]1[CH:31]=[C:32]([CH:36]=[CH:37][C:38]=1[Cl:39])[C:33](O)=[O:34]>>[CH3:28][O:27][C:25]([C:5]1[N:6]([C:19]2[CH:20]=[CH:21][CH:22]=[CH:23][CH:24]=2)[C:7]2[C:12]([C:13](=[O:14])[C:4]=1[CH2:3][NH:2][C:33](=[O:34])[C:32]1[CH:36]=[CH:37][C:38]([Cl:39])=[C:30]([Cl:29])[CH:31]=1)=[CH:11][CH:10]=[C:9]([C:15]([F:16])([F:17])[F:18])[N:8]=2)=[O:26] |f:0.1|. Reported procedure: 3-[(3,4-Dichloro-benzoylamino)-methyl]-4-oxo-1-phenyl-7-trifluoromethyl-1,4-dihydro-[1,8]-naphthyridine-2-carboxylic acid methyl ester was prepared starting from intermediate J and 3,4-dichlorobenzoic acid. 1H NMR (400 MHz, DMSO-d6) δ ppm 8.90 (d, J=8.06 Hz, 1H) 8.80 (t, J=4.63 Hz, 1H) 8.04 (d, J=1.81 Hz, 1H) 7.97 (d, J=8.06 Hz, 1H) 7.67-7.83 (m, 2H) 7.51-7.60 (m, 3H) 7.35-7.47 (m, 2H) 4.44 (d, J=4.83 Hz, 2H) 3.39 (s, 3H). MS calcd. for C25H16Cl2F3N3O4 [(M+H)+] 549.0, obsd. 549.9. Run at time 15 minute. Run in C1CCOC1 (THF), C1CCOC1 (THF). Yields the product CSC1=C(C(=NN1)C1=CC=CC=C1)C1=CC=CC=C1 (5-(Methylthio)-3,4-diphenyl-1H-pyrazole). As a reaction SMILES: [C:1]1([C:7](=O)[CH2:8][C:9]2[CH:14]=[CH:13][CH:12]=[CH:11][CH:10]=2)[CH:6]=[CH:5][CH:4]=[CH:3][CH:2]=1.O([C:18](C)(C)C)[K].[C:22](=[S:24])=S.IC.O.[NH2:28][NH2:29]>C1COCC1>[CH3:18][S:24][C:22]1[NH:29][N:28]=[C:8]([C:9]2[CH:14]=[CH:13][CH:12]=[CH:11][CH:10]=2)[C:7]=1[C:1]1[CH:6]=[CH:5][CH:4]=[CH:3][CH:2]=1 |f:4.5|. The reactants are C1(=CC=CC=C1)C(CC1=CC=CC=C1)=O (1,2-diphenylethanone), O([K])C(C)(C)C (KO-t-Bu), IC (iodomethane), O.NN (hydrazine hydrate), C(=S)=S (CS2). Procedure details: To a solution of 1,2-diphenylethanone (5 g, 25.5 mmol) in anhydrous THF (10 mL) was added a solution of 1.0 M KO-t-Bu in THF (108 mL). The reaction was stirred for 15 min at room temperature, then CS2 (2.09 g, 27.5 mmol) was added. After 10 min, iodomethane (7.96 g, 56.1 mmol) was added and the reaction was stirred for 4 h. The reaction was washed with saturated NaHCO3 solution and dried over MgSO4. The filtrate was concentrated under reduced pressure and the residue was triturated with 10% ethy...